Dataset: the Open Reaction Database (ORD), a public repository of structured organic reaction records. Task: describe an organic reaction: reactants, conditions, products, and yield Reactants: BrCCCS(=O)(=O)[O-].[Na+] (Sodium 3-bromo-propane-1-sulphonate), N1C(CNCC1)C(=O)O (piperazine-2-carboxylic acid). Solvent: [OH-].[Na+] (sodium hydroxide). Yields the product C(=O)(O)C1NCCN(C1)CCCS(=O)(=O)O (3((±)-2-carboxypiperazin-4-yl)-propane-1-sulphonic acid), Dowex-AG-1 acetate. Reaction SMILES: Br[CH2:2][CH2:3][CH2:4][S:5]([O-:8])(=[O:7])=[O:6].[Na+].[NH:10]1[CH2:15][CH2:14][NH:13][CH2:12][CH:11]1[C:16]([OH:18])=[O:17]>[OH-].[Na+]>[C:16]([CH:11]1[CH2:12][N:13]([CH2:2][CH2:3][CH2:4][S:5]([OH:8])(=[O:7])=[O:6])[CH2:14][CH2:15][NH:10]1)([OH:18])=[O:17] |f:0.1,3.4|. Reported procedure: Sodium 3-bromo-propane-1-sulphonate (2.25 g, 0.01 mole) was added to a solution of piperazine-2-carboxylic acid (1.3 g, 0.01 mole) in aqueous sodium hydroxide (0.9 g NaOH/30 ml H2O). The resulting solution was maintained at 60°-65° for 12 h. The product, 3((±)-2-carboxypiperazin-4-yl)-propane-1-sulphonic acid, was isolated by passage of the reaction mixture through Dowex-AG-1-acetate resin. Evaporation of the column filtrate and aqueous washings and recrystallization of the crude product from a ... Starting materials: C=O, COC(=O)C(C)(C)C1CCCNC1, O=CO, Cl, [Na+], [OH-]. The product is COC(=O)C(C)(C)C1CCCN(C)C1. Reaction SMILES: [CH2:18]=[O:19].[CH3:2][O:3][C:4]([C:5]([CH3:6])([CH:7]1[CH2:8][NH:9][CH2:10][CH2:11][CH2:12]1)[CH3:13])=[O:14].[CH:15]([OH:16])=[O:17].[ClH:1].[Na+:21].[OH-:20]>>[CH3:2][O:3][C:4]([C:5]([CH3:6])([CH:7]1[CH2:8][N:9]([CH3:15])[CH2:10][CH2:11][CH2:12]1)[CH3:13])=[O:14]. RXN SMILES: [CH2:1]1[CH2:2][CH2:3][NH:4][CH2:5][CH2:6]1.[CH3:36][c:37]1[cH:38][cH:39][cH:40][cH:41][cH:42]1.[NH2:28][C:29]([O-:30])=[O:31].[O:25]=[C:26]=[O:27].[S:32]([Cl:33])([Cl:34])=[O:35].[cH:13]1[cH:14][cH:15][c:16](-[c:17]2[cH:18][cH:19][cH:20][cH:21][cH:22]2)[cH:23][cH:24]1.[cH:7]1[cH:8][cH:9][n:10][cH:11][cH:12]1>>[CH2:1]1[CH2:2][CH2:3][NH:4][CH2:5][CH2:6]1.[NH2:28][C:29](=[O:31])[Cl:34]. Reactants: C1CCNCC1, Cc1ccccc1, NC(=O)[O-], O=C=O, O=S(Cl)Cl, c1ccc(-c2ccccc2)cc1, c1ccncc1. The product is C1CCNCC1, NC(=O)Cl. Reactants: CO, COC(=O)CCCC(=O)c1ccc(OC)c(OC)c1OC, [Na+], [OH-], O. The product is COc1ccc(C(=O)CCCC(=O)O)c(OC)c1OC. RXN SMILES: [CH3:25][OH:26].[CH3:3][O:4][C:5]([CH2:6][CH2:7][CH2:8][C:9]([c:10]1[c:11]([O:20][CH3:21])[c:12]([O:18][CH3:19])[c:13]([O:16][CH3:17])[cH:14][cH:15]1)=[O:22])=[O:23].[Na+:2].[OH-:1].[OH2:24]>>[O:4]=[C:5]([CH2:6][CH2:7][CH2:8][C:9]([c:10]1[c:11]([O:20][CH3:21])[c:12]([O:18][CH3:19])[c:13]([O:16][CH3:17])[cH:14][cH:15]1)=[O:22])[OH:23]. Starting materials: COC=1C=C(C(=O)N2CC(CC2)(CCOS(=O)(=O)C)C2=CC=CC=C2)C=C(C1OC)OC (1-(3,4,5-trimethoxybenzoyl)-3-phenyl-3-(2-methanesulfonyloxyethyl)pyrrolidine), I.C(C)OCCN1C(=NC2=C1C=CC=C2)N2CCNCCC2 (4-(1-(2-ethoxyethyl)-1H-benzimidazol-2-yl)[1,4]diazepane hydriodic acid salt). Yields the product COC=1C=C(C(=O)N2CC(CC2)(C2=CC=CC=C2)CCN2CCN(CCC2)C2=NC3=C(N2CCOCC)C=CC=C3)C=C(C1OC)OC (1-(3,4,5-Trimethoxybenzoyl)-3-(2-(4-(1-(2-ethoxyethyl)-1H-benzimidazol-2-yl)[1,4]diazepan-1-yl)ethyl)-3-phenylpyrrolidine). Reaction SMILES: [CH3:1][O:2][C:3]1[CH:4]=[C:5]([CH:26]=[C:27]([O:31][CH3:32])[C:28]=1[O:29][CH3:30])[C:6]([N:8]1[CH2:12][CH2:11][C:10]([C:20]2[CH:25]=[CH:24][CH:23]=[CH:22][CH:21]=2)([CH2:13][CH2:14]OS(C)(=O)=O)[CH2:9]1)=[O:7].I.[CH2:34]([O:36][CH2:37][CH2:38][N:39]1[C:43]2[CH:44]=[CH:45][CH:46]=[CH:47][C:42]=2[N:41]=[C:40]1[N:48]1[CH2:54][CH2:53][CH2:52][NH:51][CH2:50][CH2:49]1)[CH3:35]>>[CH3:32][O:31][C:27]1[CH:26]=[C:5]([CH:4]=[C:3]([O:2][CH3:1])[C:28]=1[O:29][CH3:30])[C:6]([N:8]1[CH2:12][CH2:11][C:10]([CH2:13][CH2:14][N:51]2[CH2:52][CH2:53][CH2:54][N:48]([C:40]3[N:39]([CH2:38][CH2:37][O:36][CH2:34][CH3:35])[C:43]4[CH:44]=[CH:45][CH:46]=[CH:47][C:42]=4[N:41]=3)[CH2:49][CH2:50]2)([C:20]2[CH:25]=[CH:24][CH:23]=[CH:22][CH:21]=2)[CH2:9]1)=[O:7] |f:1.2|. Reported procedure: Prepare by the method of Example 9.1 using 1-(3,4,5-trimethoxybenzoyl)-3-phenyl-3-(2-methanesulfonyloxyethyl)pyrrolidine (prepared from (+)-3-phenyl-3-(2-hydroxyethyl)pyrrolidine(R,R)-di-p-anisoyltartaric acid salt) and 4-(1-(2-ethoxyethyl)-1H-benzimidazol-2-yl)[1,4]diazepane hydriodic acid salt to give the title compound. Reactants: FC1=CC=C2CC(NC2=C1)=O (6-fluorooxindole), [H-].[Na+] (sodium hydride), CN(C)C=O (DMF), ClC1=NC=NC2=CC(=C(C=C12)OC)OCCCN1CCOCC1 (4-chloro-6-methoxy-7-(3-morpholinopropoxy)quinazoline). Run in C1CCOC1 (THF). Reaction conditions: time 20 minute. Product: Cl.FC1=CC=C2C(C(NC2=C1)=O)C1=NC=NC2=CC(=C(C=C12)OC)OCCCN1CCOCC1 (4-(6-fluorooxindol-3-yl)-6-methoxy-7-(3-morpholinopropoxy)quinazoline hydrochloride). The yield is 81.0%. RXN SMILES: [F:1][C:2]1[CH:10]=[C:9]2[C:5]([CH2:6][C:7](=[O:11])[NH:8]2)=[CH:4][CH:3]=1.[H-].[Na+].[Cl:14][C:15]1[C:24]2[C:19](=[CH:20][C:21]([O:27][CH2:28][CH2:29][CH2:30][N:31]3[CH2:36][CH2:35][O:34][CH2:33][CH2:32]3)=[C:22]([O:25][CH3:26])[CH:23]=2)[N:18]=[CH:17][N:16]=1.CN(C=O)C>C1COCC1>[ClH:14].[F:1][C:2]1[CH:10]=[C:9]2[C:5]([CH:6]([C:15]3[C:24]4[C:19](=[CH:20][C:21]([O:27][CH2:28][CH2:29][CH2:30][N:31]5[CH2:32][CH2:33][O:34][CH2:35][CH2:36]5)=[C:22]([O:25][CH3:26])[CH:23]=4)[N:18]=[CH:17][N:16]=3)[C:7](=[O:11])[NH:8]2)=[CH:4][CH:3]=1 |f:1.2,6.7|. Procedure details: A solution of 6-fluorooxindole (227 mg, 1.5 mmol), (prepared according to Synthesis 1993, 51), in THF (3 ml) was added dropwise under nitrogen to sodium hydride (42 mg, 1.75 mmol, pre-washed with hexane). After stirring the resulting mixture for 20 minutes at ambient temperature, 4-chloro-6-methoxy-7-(3-morpholinopropoxy)quinazoline (169 mg, 0.5 mmol), (prepared as described for the starting material in Example 5), was added as a solid, followed by DMF (3 ml). The mixture was then heated at 75° ... The reactants are Cc1noc(C)c1C(=O)O, CC#N, CCOC(C)=O, CCN(C(C)C)C(C)C, COc1cc(C(C)C)c2c(c1)S(=O)(=O)N(CCl)C2=O. Yields the product COc1cc(C(C)C)c2c(c1)S(=O)(=O)N(COC(=O)c1c(C)noc1C)C2=O. RXN SMILES: [CH3:13][c:14]1[n:15][o:16][c:17]([CH3:22])[c:18]1[C:19](=[O:20])[OH:21].[CH3:1][C:2]#[N:3].[CH3:42][CH2:43][O:44][C:45](=[O:46])[CH3:47].[CH:4]([N:5]([CH2:6][CH3:7])[CH:8]([CH3:9])[CH3:10])([CH3:11])[CH3:12].[Cl:23][CH2:24][N:25]1[S:26](=[O:27])(=[O:28])[c:29]2[cH:30][c:31]([O:40][CH3:41])[cH:32][c:33]([CH:37]([CH3:38])[CH3:39])[c:34]2[C:35]1=[O:36]>>[CH3:13][c:14]1[n:15][o:16][c:17]([CH3:22])[c:18]1[C:19](=[O:20])[O:21][CH2:24][N:25]1[S:26](=[O:27])(=[O:28])[c:29]2[cH:30][c:31]([O:40][CH3:41])[cH:32][c:33]([CH:37]([CH3:38])[CH3:39])[c:34]2[C:35]1=[O:36]. Reactants: CC(=O)CNC1(c2ccc(OC(C)=O)cc2)Sc2ccccc2N(C)C1=O, Cl, [Na+], C1CCOC1, [OH-]. The product is CC(=O)CNC1(c2ccc(O)cc2)Sc2ccccc2N(C)C1=O. As a reaction SMILES: [C:1](=[O:2])([CH3:3])[O:4][c:5]1[cH:6][cH:7][c:8]([C:11]2([NH:23][CH2:24][C:25]([CH3:26])=[O:27])[S:12][c:13]3[c:14]([cH:19][cH:20][cH:21][cH:22]3)[N:15]([CH3:18])[C:16]2=[O:17])[cH:9][cH:10]1.[ClH:30].[Na+:29].[O:31]1[CH2:32][CH2:33][CH2:34][CH2:35]1.[OH-:28]>>[OH:4][c:5]1[cH:6][cH:7][c:8]([C:11]2([NH:23][CH2:24][C:25]([CH3:26])=[O:27])[S:12][c:13]3[c:14]([cH:19][cH:20][cH:21][cH:22]3)[N:15]([CH3:18])[C:16]2=[O:17])[cH:9][cH:10]1. Starting materials: ClC=1N=NC=C2C1N(C(=C2C)C)CC=CC2=CC=CC=C2 (7-chloro-2,3-dimethyl-1-(3-phenyl-2-propenyl)pyrrolo[2,3-d]pyridazine), FC1=CC=C(CO)C=C1 (4-fluorobenzyl alcohol). The product is FC1=CC=C(COC=2N=NC=C3C2N(C(=C3C)C)CC=CC3=CC=CC=C3)C=C1 (7-(4-Fluorobenzyloxy)-2,3-dimethyl-1-(3-phenyl-2-propenyl)pyrrolo[2,3-d]pyridazine). The yield is 47.7%. RXN SMILES: Cl[C:2]1[N:3]=[N:4][CH:5]=[C:6]2[C:10]([CH3:11])=[C:9]([CH3:12])[N:8]([CH2:13][CH:14]=[CH:15][C:16]3[CH:21]=[CH:20][CH:19]=[CH:18][CH:17]=3)[C:7]=12.[F:22][C:23]1[CH:30]=[CH:29][C:26]([CH2:27][OH:28])=[CH:25][CH:24]=1>>[F:22][C:23]1[CH:30]=[CH:29][C:26]([CH2:27][O:28][C:2]2[N:3]=[N:4][CH:5]=[C:6]3[C:10]([CH3:11])=[C:9]([CH3:12])[N:8]([CH2:13][CH:14]=[CH:15][C:16]4[CH:21]=[CH:20][CH:19]=[CH:18][CH:17]=4)[C:7]=23)=[CH:25][CH:24]=1. Procedure details: The title compound (trans) was prepared as pale yellow crystals in 47.7% yield in a similar procedure to that described in Example 1 by using 7-chloro-2,3-dimethyl-1-(3-phenyl-2-propenyl)pyrrolo[2,3-d]pyridazine (trans) and 4-fluorobenzyl alcohol.